Dataset: the Open Reaction Database (ORD), a public repository of structured organic reaction records. Task: describe an organic reaction: reactants, conditions, products, and yield Reactants: C1(=CC=CC=C1)[C@@H](C)OC(NC=1C(=NOC1C1=CC=C(C=C1)Br)CC)=O ([5-(4-bromo-phenyl)-3-ethyl-isoxazol-4-yl]-carbamic acid (R)-1-phenyl-ethyl ester), C(C)OC(=O)C1(CC1)C1=CC=C(C=C1)B1OC(C(O1)(C)C)(C)C (1-[4-(4,4,5,5-tetramethyl-[1,3,2]dioxaborolan-2-yl)-phenyl]-cyclopropanecarboxylic acid ethyl ester). The product is C(C)OC(=O)C1(CC1)C1=CC=C(C=C1)C1=CC=C(C=C1)C1=C(C(=NO1)CC)NC(=O)O[C@H](C)C1=CC=CC=C1 (1-{4′-[3-Ethyl-4-((R)-1-phenyl-ethoxycarbonylamino)-isoxazol-5-yl]-biphenyl-4-yl}-cyclopropanecarboxylic acid ethyl ester). As a reaction SMILES: [C:1]1([C@H:7]([O:9][C:10](=[O:26])[NH:11][C:12]2[C:13]([CH2:24][CH3:25])=[N:14][O:15][C:16]=2[C:17]2[CH:22]=[CH:21][C:20](Br)=[CH:19][CH:18]=2)[CH3:8])[CH:6]=[CH:5][CH:4]=[CH:3][CH:2]=1.[CH2:27]([O:29][C:30]([C:32]1([C:35]2[CH:40]=[CH:39][C:38](B3OC(C)(C)C(C)(C)O3)=[CH:37][CH:36]=2)[CH2:34][CH2:33]1)=[O:31])[CH3:28]>>[CH2:27]([O:29][C:30]([C:32]1([C:35]2[CH:40]=[CH:39][C:38]([C:20]3[CH:21]=[CH:22][C:17]([C:16]4[O:15][N:14]=[C:13]([CH2:24][CH3:25])[C:12]=4[NH:11][C:10]([O:9][C@@H:7]([C:1]4[CH:6]=[CH:5][CH:4]=[CH:3][CH:2]=4)[CH3:8])=[O:26])=[CH:18][CH:19]=3)=[CH:37][CH:36]=2)[CH2:33][CH2:34]1)=[O:31])[CH3:28]. Reported procedure: Prepared according to the procedure described in Example 1, Step 6 using [5-(4-bromo-phenyl)-3-ethyl-isoxazol-4-yl]-carbamic acid (R)-1-phenyl-ethyl ester and 1-[4-(4,4,5,5-tetramethyl-[1,3,2]dioxaborolan-2-yl)-phenyl]-cyclopropanecarboxylic acid ethyl ester. Starting materials: [Li]CCCC, CCCCCC, Cc1cc(Cl)cc(Cl)c1, O=C(Cl)c1ccc(Cl)cc1, C1CCOC1. Yields the product Cc1cc(Cl)c(C(=O)c2ccc(Cl)cc2)c(Cl)c1. RXN SMILES: [CH2:10]([Li:11])[CH2:12][CH2:13][CH3:14].[CH3:15][CH2:16][CH2:17][CH2:18][CH2:19][CH3:20].[Cl:1][c:2]1[cH:3][c:4]([CH3:9])[cH:5][c:6]([Cl:8])[cH:7]1.[Cl:21][c:22]1[cH:23][cH:24][c:25]([C:26](=[O:27])[Cl:28])[cH:29][cH:30]1.[O:31]1[CH2:32][CH2:33][CH2:34][CH2:35]1>>[Cl:1][c:2]1[cH:3][c:4]([CH3:9])[cH:5][c:6]([Cl:8])[c:7]1[C:26]([c:25]1[cH:24][cH:23][c:22]([Cl:21])[cH:30][cH:29]1)=[O:27]. The reactants are Cl.CC(C(=O)OCC)=CC1=CC=C(C=C1)CCN (ethyl α-methyl-4-(2-aminoethyl)-cinnamate hydrochloride), ClC=1C=CC(=C(C(=O)Cl)C1)OC (5-chloro-2-methoxybenzoyl chloride). The product is CC(C(=O)O)=CC1=CC=C(C=C1)CCNC(C1=C(C=CC(=C1)Cl)OC)=O (α-methyl-4-[2-(5-chloro-2-methoxybenzamido)-ethyl]-cinnamic acid). As a reaction SMILES: Cl.[CH3:2][C:3](=[CH:9][C:10]1[CH:15]=[CH:14][C:13]([CH2:16][CH2:17][NH2:18])=[CH:12][CH:11]=1)[C:4]([O:6]CC)=[O:5].[Cl:19][C:20]1[CH:21]=[CH:22][C:23]([O:29][CH3:30])=[C:24]([CH:28]=1)[C:25](Cl)=[O:26]>>[CH3:2][C:3](=[CH:9][C:10]1[CH:11]=[CH:12][C:13]([CH2:16][CH2:17][NH:18][C:25](=[O:26])[C:24]2[CH:28]=[C:20]([Cl:19])[CH:21]=[CH:22][C:23]=2[O:29][CH3:30])=[CH:14][CH:15]=1)[C:4]([OH:6])=[O:5] |f:0.1|. Reported procedure: By the reaction of ethyl α-methyl-4-(2-aminoethyl)-cinnamate hydrochloride (m.p. 270° C.) with 5-chloro-2-methoxybenzoyl chloride, there is obtained α-methyl-4-[2-(5-chloro-2-methoxybenzamido)-ethyl]-cinnamic acid; m.p. 188°-191° C., after recrystallization from ethanol. The reactants are C(C)(=O)OC(C)=O (Acetic anhydride), O1C(COC2=C1C=CC=C2)C(CN2CCN(CC2)CC(=O)NC2=C(C=CC=C2C)C)O (1-[2-(1,4-benzodioxan-2-yl)-2-hydroxyethyl]-4-[(2,6-dimethylphenyl)aminocarbonylmethyl]piperazine), O (water). The solvent is N1=CC=CC=C1 (pyridine). Reaction conditions: time 2 hour. Product: O1C(COC2=C1C=CC=C2)C(CN2CCN(CC2)CC(=O)NC2=C(C=CC=C2C)C)OC(C)=O (1-[2-(1,4-benzodioxan-2-yl)-2-acetoxyethyl]-4-[(2,6-dimethylphenyl)aminocarbonylmethyl]piperazine). Reaction SMILES: [O:1]1[C:6]2[CH:7]=[CH:8][CH:9]=[CH:10][C:5]=2[O:4][CH2:3][CH:2]1[CH:11]([OH:31])[CH2:12][N:13]1[CH2:18][CH2:17][N:16]([CH2:19][C:20]([NH:22][C:23]2[C:28]([CH3:29])=[CH:27][CH:26]=[CH:25][C:24]=2[CH3:30])=[O:21])[CH2:15][CH2:14]1.[C:32](OC(=O)C)(=[O:34])[CH3:33].O>N1C=CC=CC=1>[O:1]1[C:6]2[CH:7]=[CH:8][CH:9]=[CH:10][C:5]=2[O:4][CH2:3][CH:2]1[CH:11]([O:31][C:32](=[O:34])[CH3:33])[CH2:12][N:13]1[CH2:14][CH2:15][N:16]([CH2:19][C:20]([NH:22][C:23]2[C:24]([CH3:30])=[CH:25][CH:26]=[CH:27][C:28]=2[CH3:29])=[O:21])[CH2:17][CH2:18]1. Reported procedure: One g of 1-[2-(1,4-benzodioxan-2-yl)-2-hydroxyethyl]-4-[(2,6-dimethylphenyl)aminocarbonylmethyl]piperazine is dissolved in 15 ml of pyridine and cooled in an ice bath to 0°-5° C. Acetic anhydride (0.6 g) is slowly added and the reaction mixture is stirred for 2 hr. After the addition of 100 ml of water, the reaction mixture is extracted twice with 100-ml portions of diethylether. After combining, the ether portion is washed twice with 100 ml of water and evaporated to dryness to produce 1-[2-(1,... Reactants: ice water, C(OCC)(OCC)=O (diethyl carbonate), ClC1=C(C=CC=C1)C1=NCC=2N(C3=C1C=C(S3)CC)C(=NN2)C (4-(2-chlorophenyl)-2-ethyl-9-methyl-6H-thieno[3,2-f][1,2,4]-triazolo[4,3-a][1,4]diazepine), [H-].[Na+] (sodium hydride), whereto, [N+](=O)([O-])C1=C(C=CC(=C1)[N+](=O)[O-])ON (O-(2,4-dinitrophenyl)hydroxylamine), [H][H] (Hydrogen). Solvent: C(C)(=O)O (acetic acid). Conditions: temperature 20 celsius, time 2 hour. The product is NC1(C=2N(C3=C(C(=N1)C1=C(C=CC=C1)Cl)C=C(S3)CC)C(=NN2)C)C(=O)OCC (ethyl 6-amino-4-(2-chlorophenyl)-2-ethyl-9-methyl-6H-thieno[3,2-f][1,2,4]-triazolo[4,3-a][1,4]diazepine-6-carboxylate). Reaction SMILES: [C:1](=[O:8])([O:5][CH2:6][CH3:7])OCC.[Cl:9][C:10]1[CH:15]=[CH:14][CH:13]=[CH:12][C:11]=1[C:16]1[C:22]2[CH:23]=[C:24]([CH2:26][CH3:27])[S:25][C:21]=2[N:20]2[C:28]([CH3:31])=[N:29][N:30]=[C:19]2[CH2:18][N:17]=1.[H-].[Na+].[H][H].[N+:36](C1C=C([N+]([O-])=O)C=CC=1ON)([O-])=O>C(O)(=O)C>[NH2:36][C:18]1([C:1]([O:5][CH2:6][CH3:7])=[O:8])[N:17]=[C:16]([C:11]2[CH:12]=[CH:13][CH:14]=[CH:15][C:10]=2[Cl:9])[C:22]2[CH:23]=[C:24]([CH2:26][CH3:27])[S:25][C:21]=2[N:20]2[C:28]([CH3:31])=[N:29][N:30]=[C:19]12 |f:2.3|. Reported procedure: To 500 ml of diethyl carbonate were added 22.0 g of 4-(2-chlorophenyl)-2-ethyl-9-methyl-6H-thieno[3,2-f][1,2,4]-triazolo[4,3-a][1,4]diazepine and 4.3 g of sodium hydride, and the mixture was heated. Hydrogen gas began to generate at about 100° C., while the solution gradually colored violet. After 30 minutes' reflux, the mixture was cooled to 20° C., whereto 16.0 g of O-(2,4-dinitrophenyl)hydroxylamine was added. The mixture was stirred for 2 hours. After the completion of the reaction, the reac... The reactants are COc1cc(CO)cc(OC)c1OC, C1CCOC1, BrP(Br)Br, c1ccncc1. The product is COc1cc(CBr)cc(OC)c1OC. Reaction SMILES: [CH3:1][O:2][c:3]1[cH:4][c:5]([CH2:6][OH:7])[cH:8][c:9]([O:13][CH3:14])[c:10]1[O:11][CH3:12].[O:25]1[CH2:26][CH2:27][CH2:28][CH2:29]1.[P:21]([Br:22])([Br:23])[Br:24].[cH:15]1[cH:16][cH:17][n:18][cH:19][cH:20]1>>[CH3:1][O:2][c:3]1[cH:4][c:5]([CH2:6][Br:22])[cH:8][c:9]([O:13][CH3:14])[c:10]1[O:11][CH3:12].